This data is from the Open Reaction Database (ORD), a public repository of structured organic reaction records. The task is: describe an organic reaction: reactants, conditions, products, and yield Reactants: COC=1C=C(C=C(C1)OC)NCCNCC1=CC=CC=C1 (N-(3,5-dimethoxyphenyl)-N'-(phenylmethyl)-1,2-ethanediamine), BrC(C(=O)N)CBr (2,3-dibromopropanamide). Yields the product COC=1C=C(C=C(C1)OC)N1CC(N(CC1)CC1=CC=CC=C1)C(=O)N (4-(3,5-Dimethoxyphenyl)-1-(phenylmethyl)-2-piperazinecarboxamide). Reaction SMILES: [CH3:1][O:2][C:3]1[CH:4]=[C:5]([NH:11][CH2:12][CH2:13][NH:14][CH2:15][C:16]2[CH:21]=[CH:20][CH:19]=[CH:18][CH:17]=2)[CH:6]=[C:7]([O:9][CH3:10])[CH:8]=1.Br[CH:23]([CH2:27]Br)[C:24]([NH2:26])=[O:25]>>[CH3:10][O:9][C:7]1[CH:6]=[C:5]([N:11]2[CH2:12][CH2:13][N:14]([CH2:15][C:16]3[CH:21]=[CH:20][CH:19]=[CH:18][CH:17]=3)[CH:23]([C:24]([NH2:26])=[O:25])[CH2:27]2)[CH:4]=[C:3]([O:2][CH3:1])[CH:8]=1. Procedure: In a manner similar to Preparation 1, react N-(3,5-dimethoxyphenyl)-N'-(phenylmethyl)-1,2-ethanediamine with 2,3-dibromopropanamide to obtain the title compound. Starting materials: C(C)(=O)OCC (ethyl acetate), CC1(OB(OC1(C)C)C=1C=NNC1)C (4-(4,4,5,5-tetramethyl-1,3,2-dioxaborolan-2-yl)-1H-pyrazole), CN(C)CCCl (dimethylamino ethyl chloride), C([O-])([O-])=O.[K+].[K+] (potassium carbonate). The solvent is [Cl-].[Na+].O (brine), CN(C=O)C (dimethylformamide). Conditions: temperature 190 celsius. Yields the product CN(CCN1N=CC(=C1)B1OC(C(O1)(C)C)(C)C)C (N,N-dimethyl-2-[4-(4,4,5,5-tetramethyl-1,3,2-dioxaborolan-2-yl)-1H-pyrazol-1-yl]ethanamine). Reaction SMILES: [CH3:1][C:2]1([CH3:14])[C:6]([CH3:8])([CH3:7])[O:5][B:4]([C:9]2[CH:10]=[N:11][NH:12][CH:13]=2)[O:3]1.[CH3:15][N:16]([CH2:18][CH2:19]Cl)[CH3:17].C(=O)([O-])[O-].[K+].[K+].C(OCC)(=O)C>CN(C)C=O.[Cl-].[Na+].O>[CH3:15][N:16]([CH3:17])[CH2:18][CH2:19][N:12]1[CH:13]=[C:9]([B:4]2[O:5][C:6]([CH3:7])([CH3:8])[C:2]([CH3:14])([CH3:1])[O:3]2)[CH:10]=[N:11]1 |f:2.3.4,7.8.9|. Procedure details: 4-(4,4,5,5-tetramethyl-1,3,2-dioxaborolan-2-yl)-1H-pyrazole (0.250 g, 1.29 mmol), dimethylamino ethyl chloride (0.37 g, 2.58 mmol) and potassium carbonate (0.534 g, 3.87 mmol) were dissolved in 3 mL of dry dimethylformamide. The reaction mixture was heated in a Biotage Initiator series microwave at 190° C. for 1 hour. The reaction mixture was poured into 300 mL of ethyl acetate and 50 of mL brine. The organic layer was separated, dried with magnesium sulfate, filtered, and concentrated to afford... Solvent: CCCCCC (n-hexane), O1CCCC1 (tetrahydrofuran), [Cl-].[Na+].O (brine), O1CCCC1 (tetrahydrofuran). Procedure details: Under a nitrogen atmosphere, chloromethyltrimethylphosphonium chloride (5.156 g, 14.85 mmol) was suspended in anhydrous tetrahydrofuran (30 ml) to which, after cooling to −55° C., was subsequently added dropwise a 1.68 M n-butyl lithium n-hexane solution (8.87 ml, 14.90 mmol) over a period of 5 minutes. The reaction suspension was stirred for 30 minutes in an ice bath and for 3 hours at room temperature and then cooled to −55° C. To the reaction suspension was added dropwise an anhydrous tetrahy... The yield is 63.7%. As a reaction SMILES: [Cl-].ClC[P+](C)(C)C.[CH3:8]CCCCC.C([Li])CCC.[C:19]([O:23][C:24]([NH:26][C:27]1([CH:30]=O)[CH2:29][CH2:28]1)=[O:25])([CH3:22])([CH3:21])[CH3:20].C([Li])CCC.Cl[C:38]([O:40][CH2:41][CH3:42])=[O:39]>O1CCCC1.[Cl-].[Na+].O.CCCCCC>[C:19]([O:23][C:24]([NH:26][C:27]1([C:30]#[C:8][C:38]([O:40][CH2:41][CH3:42])=[O:39])[CH2:28][CH2:29]1)=[O:25])([CH3:20])([CH3:21])[CH3:22] |f:0.1,2.3,8.9.10|. Reaction conditions: temperature -55 celsius, time 3 hour. The product is C(C)(C)(C)OC(=O)NC1(CC1)C#CC(=O)OCC (Ethyl 3-(1-tert-butoxycarbonylaminocyclopropyl)propiolate). Reactants: C(CCC)[Li] (n-butyl lithium), C(C)(C)(C)OC(=O)NC1(CC1)C=O (1-tert-butoxycarbonylaminocyclopropane carbaldehyde), [Cl-].ClC[P+](C)(C)C (chloromethyltrimethylphosphonium chloride), ClC(=O)OCC (Ethyl chloroformate), CCCCCC.C(CCC)[Li] (n-butyl lithium n-hexane). Starting materials: C(C)OC(\C(=C\CCC1=C(CCCC1(C)C)C)\C)=O ((2E)-2-methyl-5-(2,6,6-trimethyl-1-cyclohexen-1-yl)-2-pentenoic acid ethyl ester), [H-].C(C(C)C)[Al+]CC(C)C (diisobutylaluminum hydride). Product: C/C(/CO)=C\CCC1=C(CCCC1(C)C)C ((2E)-2-methyl-5-(2,6,6-trimethyl-1-cyclohexen-1-yl)-2-pentenol). Yield: 93.0%. Reaction SMILES: C([O:3][C:4](=O)/[C:5](/[CH3:18])=[CH:6]/[CH2:7][CH2:8][C:9]1[C:14]([CH3:16])([CH3:15])[CH2:13][CH2:12][CH2:11][C:10]=1[CH3:17])C.[H-].C([Al+]CC(C)C)C(C)C>>[CH3:18]/[C:5](=[CH:6]\[CH2:7][CH2:8][C:9]1[C:14]([CH3:16])([CH3:15])[CH2:13][CH2:12][CH2:11][C:10]=1[CH3:17])/[CH2:4][OH:3] |f:1.2|. Procedure details: 2,6,6-Trimethyl-1-cyclohexene-1-acetaldehyde is reacted with methoxymethyl triphenylphosphonium chloride in the presence of potassium tert-butoxide, followed by conversion to the dimethyl acetal and subsequent hydrolysis, as described in Example 1 above, to provide 3-(2,6,6-trimethyl-1-cyclohexen-1yl)propanal (80% yield) as a colorless oil after distillation in vacuo. This material (6.8 g) is reacted with triethyl 2-phosphonopropionate (10.6 ml) by the method of example 14(B) above, to provide 6... The reactants are BrC=1C=C(C(=O)OC)C=CC1O (Methyl 3-bromo-4-hydroxybenzoate), C([O-])([O-])=O.[K+].[K+] (potassium carbonate), IC(C)C (2-iodopropane), C(C)(=O)OCC (ethyl acetate). Solvent: CN(C)C=O (DMF). Reaction conditions: temperature 25 celsius, time 48 hour. The product is BrC=1C=C(C(=O)OC)C=CC1OC(C)C (Methyl 3-Bromo-4-iso-propoxybenzoate). Yield: 101.7%. As a reaction SMILES: [Br:1][C:2]1[CH:3]=[C:4]([CH:9]=[CH:10][C:11]=1[OH:12])[C:5]([O:7][CH3:8])=[O:6].C(=O)([O-])[O-].[K+].[K+].I[CH:20]([CH3:22])[CH3:21].C(OCC)(=O)C>CN(C=O)C>[Br:1][C:2]1[CH:3]=[C:4]([CH:9]=[CH:10][C:11]=1[O:12][CH:20]([CH3:22])[CH3:21])[C:5]([O:7][CH3:8])=[O:6] |f:1.2.3|. Reported procedure: Methyl 3-bromo-4-hydroxybenzoate (2.5 g, 10.8 mmol) in DMF (35 ml) was treated with potassium carbonate (3.0 g, 21.6 mmol), 2-iodopropane (2.76, 21.6 mmol) and then stirred at 25° C. for 48 h. Work-up with ethyl acetate gave the title compound (3.0 g).